Dataset: the Open Reaction Database (ORD), a public repository of structured organic reaction records. Task: describe an organic reaction: reactants, conditions, products, and yield Starting materials: C(O)([O-])=O.[Na+] (sodium hydrogencarbonate), BrC1=CC=C(C=C1)C(CCCCl)=O (4′-bromo-4-chlorobutyrophenone), CC(CO)(CO)C (2,2-dimethyl-1,3-propanediol), O.C1(=CC=C(C=C1)S(=O)(=O)O)C (p-toluenesulfonic acid monohydrate). Solvent: C1=CC=CC=C1 (benzene). Yields the product BrC1=CC=C(C=C1)C1(OCC(CO1)(C)C)CCCCl (2-(4-bromophenyl)-2-(3-chloropropyl)-5,5-dimethyl-1,3-dioxane). Reaction SMILES: [Br:1][C:2]1[CH:7]=[CH:6][C:5]([C:8](=[O:13])[CH2:9][CH2:10][CH2:11][Cl:12])=[CH:4][CH:3]=1.[CH3:14][C:15]([CH3:20])([CH2:18]O)[CH2:16][OH:17].O.C1(C)C=CC(S(O)(=O)=O)=CC=1.C(=O)([O-])O.[Na+]>C1C=CC=CC=1>[Br:1][C:2]1[CH:3]=[CH:4][C:5]([C:8]2([CH2:9][CH2:10][CH2:11][Cl:12])[O:17][CH2:16][C:15]([CH3:20])([CH3:18])[CH2:14][O:13]2)=[CH:6][CH:7]=1 |f:2.3,4.5|. Procedure: 10 g (38.2 mmol) of 4′-bromo-4-chlorobutyrophenone, 4 g (38.2 mmol) of 2,2-dimethyl-1,3-propanediol and 200 mg (1 mmol) of p-toluenesulfonic acid monohydrate were heated under reflex in benzene for 3 days to conduct the azeotropic dehydration. Saturated aqueous sodium hydrogencarbonate solution was added to the reaction mixture. After the extraction with ethyl acetate, the extract was washed with water and saturated aqueous common salt solution and then dried over anhydrous magnesium sulfate. Th... RXN SMILES: C1(P(C2C=CC=CC=2)C2C=CC=CC=2)C=CC=CC=1.N(C(OCC)=O)=NC(OCC)=O.[OH:32][C@@H:33]([C:54]1[CH:59]=[CH:58][CH:57]=[CH:56][CH:55]=1)[CH2:34][CH2:35][N:36]1[CH2:41][CH2:40][CH:39]([C:42]2[CH:43]=[C:44]([NH:48][C:49](=[O:53])[CH:50]([CH3:52])[CH3:51])[CH:45]=[CH:46][CH:47]=2)[CH2:38][CH2:37]1.[CH3:60][C:61]([C:63]1[CH:64]=[CH:65][CH:66]=[C:67](O)[CH:68]=1)=[O:62]>C1COCC1>[C:61]([C:63]1[CH:68]=[C:67]([CH:66]=[CH:65][CH:64]=1)[O:32][C@H:33]([C:54]1[CH:55]=[CH:56][CH:57]=[CH:58][CH:59]=1)[CH2:34][CH2:35][N:36]1[CH2:41][CH2:40][CH:39]([C:42]2[CH:43]=[C:44]([NH:48][C:49](=[O:53])[CH:50]([CH3:52])[CH3:51])[CH:45]=[CH:46][CH:47]=2)[CH2:38][CH2:37]1)(=[O:62])[CH3:60]. The yield is 21.9%. Reactants: C1(=CC=CC=C1)P(C1=CC=CC=C1)C1=CC=CC=C1 (triphenylphosphine), N(=NC(=O)OCC)C(=O)OCC (diethyl azodicarboxylate), O[C@H](CCN1CCC(CC1)C=1C=C(C=CC1)NC(C(C)C)=O)C1=CC=CC=C1 (N-(3-{1-[(3R)-3-hydroxy-3-phenylpropyl]-4-piperidinyl}phenyl)-2-methylpropanamide), CC(=O)C=1C=CC=C(C1)O (3-hydroxyacetophenone). Reaction conditions: time 16 hour. Reported procedure: Into a 25-mL RB-flask was added triphenylphosphine (9.80 mg, 0.0375 mmol), diethyl azodicarboxylate (5.22 mg, 0.0300 mmol), N-(3-{1-[(3R)-3-hydroxy-3-phenylpropyl]-4-piperidinyl}phenyl)-2-methylpropanamide (9.53 mg, 0.0250 mmol), 3-hydroxyacetophenone (100 mg) and THF (1.0 mL) at room temperature. The reaction mixture was stirred at room temperature overnight (16 hrs). The solvent was removed under reduced pressure and the residue was purified by preparative TLC plates [2.5% of NH3 (2.0 M in met... Solvent: C1CCOC1 (THF). Product: C(C)(=O)C=1C=C(O[C@@H](CCN2CCC(CC2)C=2C=C(C=CC2)NC(C(C)C)=O)C2=CC=CC=C2)C=CC1 (N-(3-{1-[(3S)-3-(3-ACETYLPHENOXY)-3-PHENYLPROPYL]-4-PIPERIDINYL}PHENYL)-2-METHYLPROPANAMIDE). The reactants are C(C1=CC=CC=C1)=O (Benzaldehyde), C[C@@H](C1=CC=CC=C1)N ((S)-α-methylbenzylamine). Product: C(C1=CC=CC=C1)N[C@H](C1=CC=CC=C1)C (N-benzyl-(S)-α-methylbenzylamine). Yield: 96.1%. As a reaction SMILES: [CH:1](=O)[C:2]1[CH:7]=[CH:6][CH:5]=[CH:4][CH:3]=1.[CH3:9][C@H:10]([NH2:17])[C:11]1[CH:16]=[CH:15][CH:14]=[CH:13][CH:12]=1>>[CH2:1]([NH:17][C@@H:10]([CH3:9])[C:11]1[CH:16]=[CH:15][CH:14]=[CH:13][CH:12]=1)[C:2]1[CH:7]=[CH:6][CH:5]=[CH:4][CH:3]=1. Procedure: Benzaldehyde (3.94 mL, 38.8 mmol) and (S)-α-methylbenzylamine (5.0 mL, 38.8 mmol, 96% ee.) were allowed to react according to the procedure of Example 86 to yield 7.88 g (96%) of N-benzyl-(S)-α-methylbenzylamine as an oil contaminated with ~5% of benzyl alcohol and (S)-α-methylbenzylamine: 1H NMR (DMSO-d6, 250 MHz)δ 7.15-7.45 (m, 10H, Ar), 3.69 (q, 1H, J=6.5 Hz), 3.48 (dd, 2H, J1 =13.6 Hz, J2 =20.9 Hz), 2.45 (br s, 1H, NH), 1.26 (d, 3H, J=6.5 Hz, CH3); 13C N R (DMSO-d6)δ 146.0, 141.0, 128.1, 128... Reactants: BrC1=CC=2CC3=CC(=CC=C3C2C=C1)OCCCCC (2-bromo-7-pentyloxyfluorene), C[Si](C)(C)C#C (trimethylsilylacetylene). The reagents and catalysts are Cl[Pd]([P](C1=CC=CC=C1)(C2=CC=CC=C2)C3=CC=CC=C3)([P](C4=CC=CC=C4)(C5=CC=CC=C5)C6=CC=CC=C6)Cl (dichlorobis(triphenylphosphine)palladium), [Cu](I)I (copper iodide), C1(=CC=CC=C1)P(C1=CC=CC=C1)C1=CC=CC=C1 (triphenylphosphine). Solvent: C(C)N(CC)CC (triethylamine). Product: C(CCCC)OC1=CC=2CC3=CC(=CC=C3C2C=C1)C#C[Si](C)(C)C (2-pentyloxy-7-trimethylsilylethynylfluorene). Yield: 51.5%. As a reaction SMILES: Br[C:2]1[CH:14]=[CH:13][C:12]2[C:11]3[C:6](=[CH:7][C:8]([O:15][CH2:16][CH2:17][CH2:18][CH2:19][CH3:20])=[CH:9][CH:10]=3)[CH2:5][C:4]=2[CH:3]=1.[CH3:21][Si:22]([C:25]#[CH:26])([CH3:24])[CH3:23]>Cl[Pd](Cl)([P](C1C=CC=CC=1)(C1C=CC=CC=1)C1C=CC=CC=1)[P](C1C=CC=CC=1)(C1C=CC=CC=1)C1C=CC=CC=1.[Cu](I)I.C1(P(C2C=CC=CC=2)C2C=CC=CC=2)C=CC=CC=1.C(N(CC)CC)C>[CH2:16]([O:15][C:8]1[CH:9]=[CH:10][C:11]2[C:12]3[C:4](=[CH:3][C:2]([C:26]#[C:25][Si:22]([CH3:24])([CH3:23])[CH3:21])=[CH:14][CH:13]=3)[CH2:5][C:6]=2[CH:7]=1)[CH2:17][CH2:18][CH2:19][CH3:20] |^1:29,48|. Reported procedure: A mixture of 2-bromo-7-pentyloxyfluorene (12 g), trimethylsilylacetylene (7.1 g), dichlorobis(triphenylphosphine)palladium (0.3 g), copper iodide (0.08 g), triphenylphosphine (0.2 g) and triethylamine (200 mL) was heated for 3 hours while refluxing. Insoluble matters were removed from the reaction mixture by filtration, and triethylamine was distilled off under reduced pressure. The residue was purified by means of column chromatography (silica gel, eluting solvent: toluene) to obtain 6.5 g of 2... Starting materials: ClCOCC[Si](C)(C)C (2-(chloromethoxy)ethyltrimethylsilane), [H-].[Na+] (sodium hydride), BrC=1C=CC2=C(COC(N2)=O)C1 (6-bromo-1,4-dihydro-2H-3,1-benzoxazin-2-one). Run in CN(C=O)C (N,N-dimethylformamide), CN(C=O)C (N,N-dimethylformamide). Conditions: time 1 hour. Product: BrC=1C=CC2=C(COC(N2COCC[Si](C)(C)C)=O)C1 (6-bromo-1-{[2-(trimethylsilyl)ethoxy]methyl}-1,4-dihydro-2H-3,1-benzoxazin-2-one). Isolated yield 85.4%. RXN SMILES: [H-].[Na+].[Br:3][C:4]1[CH:5]=[CH:6][C:7]2[NH:12][C:11](=[O:13])[O:10][CH2:9][C:8]=2[CH:14]=1.Cl[CH2:16][O:17][CH2:18][CH2:19][Si:20]([CH3:23])([CH3:22])[CH3:21]>CN(C)C=O>[Br:3][C:4]1[CH:5]=[CH:6][C:7]2[N:12]([CH2:16][O:17][CH2:18][CH2:19][Si:20]([CH3:23])([CH3:22])[CH3:21])[C:11](=[O:13])[O:10][CH2:9][C:8]=2[CH:14]=1 |f:0.1|. Procedure details: To a solution of sodium hydride (55 wt % in mineral oil, 1.36 g, 31.2 mmol) in N,N-dimethylformamide (37 ml) was added 6-bromo-1,4-dihydro-2H-3,1-benzoxazin-2-one (5.93 g, 26.0 mmol) in N,N-dimethylformamide (37 ml) at 0° C. The mixture was stirred at room temperature for one hour, then 2-(chloromethoxy)ethyltrimethylsilane (4.77 g, 28.6 mmol) was added at 0° C. The mixture was stirred at room temperature overnight. The mixture was partitioned between water and ethyl acetate. The organic layer w... Starting materials: CC1CCC(O)CC1, C1CCOC1, CC(C)OC(=O)N=NC(=O)OC(C)C, CC1(c2ccc3cc(O)ccc3c2)COC(=O)N1, c1ccc(P(c2ccccc2)c2ccccc2)cc1. The product is CC1CCC(Oc2ccc3cc(C4(C)COC(=O)N4)ccc3c2)CC1. RXN SMILES: [CH3:24][CH:25]1[CH2:26][CH2:27][CH:28]([OH:31])[CH2:29][CH2:30]1.[O:19]1[CH2:20][CH2:21][CH2:22][CH2:23]1.[O:51]=[C:52]([O:53][CH:54]([CH3:55])[CH3:56])[N:57]=[N:58][C:59]([O:60][CH:61]([CH3:62])[CH3:63])=[O:64].[OH:1][c:2]1[cH:3][c:4]2[cH:5][cH:6][c:7]([C:12]3([CH3:18])[NH:13][C:14](=[O:17])[O:15][CH2:16]3)[cH:8][c:9]2[cH:10][cH:11]1.[c:32]1([P:33]([c:34]2[cH:35][cH:36][cH:37][cH:38][cH:39]2)[c:40]2[cH:41][cH:42][cH:43][cH:44][cH:45]2)[cH:46][cH:47][cH:48][cH:49][cH:50]1>>[O:1]([c:2]1[cH:3][c:4]2[cH:5][cH:6][c:7]([C:12]3([CH3:18])[NH:13][C:14](=[O:17])[O:15][CH2:16]3)[cH:8][c:9]2[cH:10][cH:11]1)[CH:28]1[CH2:27][CH2:26][CH:25]([CH3:24])[CH2:30][CH2:29]1.